This data is from the Open Reaction Database (ORD), a public repository of structured organic reaction records. The task is: describe an organic reaction: reactants, conditions, products, and yield The reactants are ClCCCl, C=CCC1C(=O)N([Si](C)(C)C(C)(C)C)C1C(=O)O, COc1ccc(CO)cc1, CN(C)c1ccncc1, ClCCl, Cl. Product: C=CCC1C(=O)N([Si](C)(C)C(C)(C)C)C1C(=O)OCc1ccc(OC)cc1. RXN SMILES: [CH2:19]([Cl:20])[CH2:21][Cl:22].[CH2:1]([CH:2]=[CH2:3])[CH:4]1[CH:5]([C:16](=[O:17])[OH:18])[N:6]([Si:9]([CH3:10])([CH3:11])[C:12]([CH3:13])([CH3:14])[CH3:15])[C:7]1=[O:8].[CH3:24][O:25][c:26]1[cH:27][cH:28][c:29]([CH2:30][OH:31])[cH:32][cH:33]1.[CH3:34][N:35]([c:36]1[cH:37][cH:38][n:39][cH:40][cH:41]1)[CH3:42].[Cl:43][CH2:44][Cl:45].[ClH:23]>>[CH2:1]([CH:2]=[CH2:3])[CH:4]1[CH:5]([C:16]([O:17][CH2:30][c:29]2[cH:28][cH:27][c:26]([O:25][CH3:24])[cH:33][cH:32]2)=[O:18])[N:6]([Si:9]([CH3:10])([CH3:11])[C:12]([CH3:13])([CH3:14])[CH3:15])[C:7]1=[O:8].